From a dataset of the Open Reaction Database (ORD), a public repository of structured organic reaction records. describe an organic reaction: reactants, conditions, products, and yield Starting materials: Cn1cc(Br)nc(Nc2ccc3c(c2)CCNC3)c1=O, CC(=O)O, C=O, CO, [Na+], [OH-]. The product is CN1CCc2cc(Nc3nc(Br)cn(C)c3=O)ccc2C1. RXN SMILES: [Br:1][c:2]1[n:3][c:4]([NH:10][c:11]2[cH:12][c:13]3[c:18]([cH:19][cH:20]2)[CH2:17][NH:16][CH2:15][CH2:14]3)[c:5](=[O:9])[n:6]([CH3:8])[cH:7]1.[C:23]([OH:24])(=[O:25])[CH3:26].[CH2:21]=[O:22].[CH3:29][OH:30].[Na+:28].[OH-:27]>>[Br:1][c:2]1[n:3][c:4]([NH:10][c:11]2[cH:12][c:13]3[c:18]([cH:19][cH:20]2)[CH2:17][N:16]([CH3:23])[CH2:15][CH2:14]3)[c:5](=[O:9])[n:6]([CH3:8])[cH:7]1. The reactants are C(#N)C=1C=C(C=CC1OC(C)C)C1=NC(=NO1)C1=C2CCN(CC2=CC=C1)C(=O)OC(C)(C)C (1,1-dimethylethyl 5-(5-{3-cyano-4-[(1-methylethyl)oxy]phenyl}-1,2,4-oxadiazol-3-yl)-3,4-dihydro-2(1H)-isoquinolinecarboxylate), Cl (HCl). Solvent: O1CCOCC1 (dioxane), CO (MeOH). Conditions: time 18 hour. The product is CC(C)OC1=C(C#N)C=C(C=C1)C1=NC(=NO1)C1=C2CCNCC2=CC=C1 (2-[(1-methylethyl)oxy]-5-[3-(1,2,3,4-tetrahydro-5-isoquinolinyl)-1,2,4-oxadiazol-5-yl]benzonitrile). Reaction SMILES: [C:1]([C:3]1[CH:4]=[C:5]([C:13]2[O:17][N:16]=[C:15]([C:18]3[CH:27]=[CH:26][CH:25]=[C:24]4[C:19]=3[CH2:20][CH2:21][N:22](C(OC(C)(C)C)=O)[CH2:23]4)[N:14]=2)[CH:6]=[CH:7][C:8]=1[O:9][CH:10]([CH3:12])[CH3:11])#[N:2].Cl>O1CCOCC1.CO>[CH3:12][CH:10]([O:9][C:8]1[CH:7]=[CH:6][C:5]([C:13]2[O:17][N:16]=[C:15]([C:18]3[CH:27]=[CH:26][CH:25]=[C:24]4[C:19]=3[CH2:20][CH2:21][NH:22][CH2:23]4)[N:14]=2)=[CH:4][C:3]=1[C:1]#[N:2])[CH3:11]. Procedure: A mixture of 1,1-dimethylethyl 5-(5-{3-cyano-4-[(1-methylethyl)oxy]phenyl}-1,2,4-oxadiazol-3-yl)-3,4-dihydro-2(1H)-isoquinolinecarboxylate (Preparation 4, 512 mg, 1.11 mmol) and 4M HCl in dioxane (20 ml) was stirred at room temperature for 18 h. The mixture was concentrated in vacuo to give a pale yellow solid, which was redissolved in MeOH. This solution was applied to an SCX-3 cartridge (10 g), and the product eluted with 1% NH3 in MeOH. Concentration gave a yellow oil, that became a solid on ...